From a dataset of the Open Reaction Database (ORD), a public repository of structured organic reaction records. describe an organic reaction: reactants, conditions, products, and yield Starting materials: glass, ON1C(CC(CC1(C)C)O)(C)C (1-oxyl-2,2,6,6-tetramethyl-4-hydroxypiperidine), S(O)(O)(=O)=O (sulfuric acid), Pt. Run in O (water). Reaction conditions: time 30 minute. The product is S(=O)(=O)([O-])[O-].O[NH+]1C(CC(CC1(C)C)O)(C)C.O[NH+]1C(CC(CC1(C)C)O)(C)C (Bis-(1-hydroxy-2,2,6,6-tetramethyl-4-hydroxypiperidinium) Sulfate). RXN SMILES: [OH:1][N:2]1[C:7]([CH3:9])([CH3:8])[CH2:6][CH:5]([OH:10])[CH2:4][C:3]1([CH3:12])[CH3:11].[S:13](=[O:17])(=[O:16])([OH:15])[OH:14]>O>[S:13]([O-:17])([O-:16])(=[O:15])=[O:14].[OH:1][NH+:2]1[C:7]([CH3:8])([CH3:9])[CH2:6][CH:5]([OH:10])[CH2:4][C:3]1([CH3:12])[CH3:11].[OH:1][NH+:2]1[C:7]([CH3:8])([CH3:9])[CH2:6][CH:5]([OH:10])[CH2:4][C:3]1([CH3:12])[CH3:11] |f:3.4.5|. Reported procedure: To a glass 0.5L reaction bottle are added 10.0 g (58 mmol) of 1-oxyl-2,2,6,6-tetramethyl-4-hydroxypiperidine, 2.85 g (29 mmol) sulfuric acid, 200 mg 5% Pt on C and 100 mL water. Catalytic hydrogenation is carried out at 50 psi for 30 minutes at room temperature. Catalyst is removed by filtration through a pad of Celite. Removal of water yields the product as an pale yellow solid. Reactants: FC(F)(Br)C(F)(F)CCBr, CS(C)=O, Cl, COC(=O)CS(=O)(=O)CCC(F)(F)F, [H-], [Na+]. Yields the product COC(=O)C(CCC(F)(F)C(F)(F)Br)S(=O)(=O)CCC(F)(F)F. RXN SMILES: [Br:1][C:2]([C:3]([CH2:4][CH2:5][Br:6])([F:7])[F:8])([F:9])[F:10].[CH3:28][S:29](=[O:30])[CH3:31].[ClH:27].[F:11][C:12]([CH2:13][CH2:14][S:15](=[O:16])(=[O:17])[CH2:18][C:19](=[O:20])[O:21][CH3:22])([F:23])[F:24].[H-:25].[Na+:26]>>[Br:1][C:2]([C:3]([CH2:4][CH2:5][CH:18]([S:15]([CH2:14][CH2:13][C:12]([F:11])([F:23])[F:24])(=[O:16])=[O:17])[C:19](=[O:20])[O:21][CH3:22])([F:7])[F:8])([F:9])[F:10]. The reactants are C(C1=CC=CC=C1)OC=1C(=NC=NC1)OC1=C(C=C(C(=C1)N1C(N(C(=CC1=O)C(F)(F)F)C)=O)F)Cl (5-benzyloxy-4-{2-chloro-4-fluoro-5-[3-methyl-2,6-dioxo-4-(trifluoromethyl)-1,2,3,6-tetrahydropyrimidin-1-yl]phenoxy}pyrimidine). Reagents/catalysts: [Pd] (palladium/carbon). Solvent: C(C)(=O)OCC (ethyl acetate). Run at time 8 hour. Yields the product ClC1=C(OC2=NC=NC=C2O)C=C(C(=C1)F)N1C(N(C(=CC1=O)C(F)(F)F)C)=O (4-{2-chloro-4-fluoro-5-[3-methyl-2,6-dioxo-4-(trifluoromethyl)-1,2,3,6-tetrahydropyrimidin-1-yl]phenoxy}-5-hydroxypyrimidine). Isolated yield 103.8%. RXN SMILES: C([O:8][C:9]1[C:10]([O:15][C:16]2[CH:21]=[C:20]([N:22]3[C:27](=[O:28])[CH:26]=[C:25]([C:29]([F:32])([F:31])[F:30])[N:24]([CH3:33])[C:23]3=[O:34])[C:19]([F:35])=[CH:18][C:17]=2[Cl:36])=[N:11][CH:12]=[N:13][CH:14]=1)C1C=CC=CC=1>[Pd].C(OCC)(=O)C>[Cl:36][C:17]1[CH:18]=[C:19]([F:35])[C:20]([N:22]2[C:27](=[O:28])[CH:26]=[C:25]([C:29]([F:30])([F:31])[F:32])[N:24]([CH3:33])[C:23]2=[O:34])=[CH:21][C:16]=1[O:15][C:10]1[C:9]([OH:8])=[CH:14][N:13]=[CH:12][N:11]=1. Procedure details: A mixture of 0.959 g of 5-benzyloxy-4-{2-chloro-4-fluoro-5-[3-methyl-2,6-dioxo-4-(trifluoromethyl)-1,2,3,6-tetrahydropyrimidin-1-yl]phenoxy}pyrimidine, 10% palladium/carbon and ethyl acetate was stirred for 8 hours at room temperature under hydrogen atmosphere. The reaction system was purged with nitrogen, then, the reaction solution was filtrated through Celite, and the filtrate was concentrated to obtain 0.824 g of 4-{2-chloro-4-fluoro-5-[3-methyl-2,6-dioxo-4-(trifluoromethyl)-1,2,3,6-tetrahyd... The reactants are C1(=CC=CC=C1)C=1N=CN(C1C1=CC=CC=C1)C1=C2NC=NC2=NC=N1 (6-(4,5-diphenylimidazol-1-yl)purine), ClC1=NC(=C2N=CN(C2=N1)[C@H]1C[C@H](OC(=O)C2=CC=C(C=C2)C)[C@H](O1)COC(=O)C1=CC=C(C=C1)C)N1C(=NC=C1)C(C)C (2-chloro-9-[2-deoxy-3,5-di-O-(p-toluoyl)-β-D-erythro-pentofuranosyl]-6-(2-isopropylimidazol-1-yl)purine). Product: N1=CN=C2N=CNC2=C1 (purine). Reaction SMILES: C1(C2N=CN([C:18]3[N:26]=[CH:25][N:24]=[C:23]4[C:19]=3[NH:20][CH:21]=[N:22]4)C=2C2C=CC=CC=2)C=CC=CC=1.ClC1N=C2C(N=CN2[C@@H]2O[C@H](COC(C3C=CC(C)=CC=3)=O)[C@@H](OC(C3C=CC(C)=CC=3)=O)C2)=C(N2C=CN=C2C(C)C)N=1>>[N:26]1[CH:18]=[C:19]2[C:23]([N:22]=[CH:21][NH:20]2)=[N:24][CH:25]=1. Procedure details: Benzylation of sterically hindered 6-(imidazol-1-yl)purines can result in mixtures of benzylated and nonbenzylated products such as when benzylating 2-chloro-9-[2-deoxy-3,5-di-O-p-toluoyl)-β-D-erythro-pentofuranosyl]-6-(4,5-diphenylimidazol-1-yl)purine, 2-chloro-9-[2-deoxy-3,5-di-O-(p-toluoyl)-β-D-erythro-pentofuranosyl]-6-(2-isopropylimidazol-1-yl)purine. Partial decomposition can also result with 6-(2-benzylimidazol-1-yl)-2-chloro-9-[2-deoxy-3,5-di-O-p-toluoyl)-β-D-erythro-pentofuranosyl]purin...